Dataset: the Open Reaction Database (ORD), a public repository of structured organic reaction records. Task: describe an organic reaction: reactants, conditions, products, and yield The reactants are Cc1ccc(S(=O)(=O)OCCOc2ccc3c(c2)c(S(=O)(=O)c2cccc4ccccc24)nn3Cc2ccccc2)cc1, C1CCOC1, CN. The product is CNCCOc1ccc2c(c1)c(S(=O)(=O)c1cccc3ccccc13)nn2Cc1ccccc1. RXN SMILES: [CH2:1]([c:2]1[cH:3][cH:4][cH:5][cH:6][cH:7]1)[n:8]1[n:9][c:10]([S:31](=[O:32])(=[O:33])[c:34]2[cH:35][cH:36][cH:37][c:38]3[cH:39][cH:40][cH:41][cH:42][c:43]23)[c:11]2[cH:12][c:13]([O:17][CH2:18][CH2:19][O:20][S:21]([c:22]3[cH:23][cH:24][c:25]([CH3:26])[cH:27][cH:28]3)(=[O:29])=[O:30])[cH:14][cH:15][c:16]12.[CH2:44]1[O:45][CH2:46][CH2:47][CH2:48]1.[CH3:49][NH2:50]>>[CH2:1]([c:2]1[cH:3][cH:4][cH:5][cH:6][cH:7]1)[n:8]1[n:9][c:10]([S:31](=[O:32])(=[O:33])[c:34]2[cH:35][cH:36][cH:37][c:38]3[cH:39][cH:40][cH:41][cH:42][c:43]23)[c:11]2[cH:12][c:13]([O:17][CH2:18][CH2:19][NH:50][CH3:49])[cH:14][cH:15][c:16]12. Reactants: CNC1=CC=CC=C1 (N-Methyl aniline), BrC(C(=O)[O-])CCC (Bromovalerate), N1=C(C=CC=C1C)C (2,6-lutidine). Solvent: C(C)#N (acetonitrile). Yields the product CN(CCCCC(=O)OCC)C1=CC=CC=C1 (Ethyl 5-(methyl(phenyl)amino)pentanoate). Reaction SMILES: [CH3:1][NH:2][C:3]1[CH:8]=[CH:7][CH:6]=[CH:5][CH:4]=1.Br[CH:10]([CH2:14][CH2:15][CH3:16])[C:11]([O-:13])=[O:12].N1C(C)=CC=[CH:19][C:18]=1C>C(#N)C>[CH3:1][N:2]([C:3]1[CH:8]=[CH:7][CH:6]=[CH:5][CH:4]=1)[CH2:16][CH2:15][CH2:14][CH2:10][C:11]([O:13][CH2:18][CH3:19])=[O:12]. Procedure: 5.52 ml (48 mmol) of N-Methyl aniline, 8 ml Bromovalerate (50.2 mmol) and 2,6-lutidine (5.82 ml, 50.2 mmol) were taken in 100 ml acetonitrile and the reaction was refluxed for 24 hour under stirring. Acetonitrile was removed under vacuum and residues were dissolved in ether. The organic phase was washed with water. After drying over magnesium sulfate and filtering, the solvent was removed to give a brown liquid. The residue was purified by flash chromatography on silica gel using a 10% ethyl ace...